From a dataset of the Open Reaction Database (ORD), a public repository of structured organic reaction records. describe an organic reaction: reactants, conditions, products, and yield The reactants are C(C)OC(CC)(C1=CC=C(C=C1)OC)OCC (p-methoxy-propiophenone diethyl ketal), C1(=CC=C(C=C1)S(=O)(=O)O)C (p-toluenesulphonic acid). Run in C(C)O (ethanol). Conditions: temperature 140 celsius. Product: COC1=CC=C(C=C1)C(=CC)OCC (1-(p-methoxyphenyl)-1-ethoxy-1-propene). The yield is 74.6%. RXN SMILES: [CH2:1]([O:3][C:4](OCC)([C:7]1[CH:12]=[CH:11][C:10]([O:13][CH3:14])=[CH:9][CH:8]=1)[CH2:5][CH3:6])[CH3:2].C1(C)C=CC(S(O)(=O)=O)=CC=1>C(O)C>[CH3:14][O:13][C:10]1[CH:11]=[CH:12][C:7]([C:4]([O:3][CH2:1][CH3:2])=[CH:5][CH3:6])=[CH:8][CH:9]=1. Procedure: 103.3 g of p-methoxy-propiophenone diethyl ketal are treated with 1.1 g of p-toluenesulphonic acid and heated in a distillation apparatus to 140° C. (oil bath temperature). In so doing, the ethanol formed is distilled off continuously at atmospheric pressure. 20 g of ethanol are distilled off within 31/2 hours. Subsequently, the mixture remaining is distilled in a high vacuum over a 15 cm column. There are obtained 62.2 g of 1-(p-methoxyphenyl)-1-ethoxy-1-propene (yield: 74.8% of theory). B.p.=7...